Dataset: the Open Reaction Database (ORD), a public repository of structured organic reaction records. Task: describe an organic reaction: reactants, conditions, products, and yield The reactants are C(C(C)C)=O (isobutyraldehyde), O(C1=CC=CC=C1)C=1C=C(CN)C=CC1 (3-phenoxybenzylamine), O (water). Run in C1(=CC=CC=C1)C (toluene). Reaction conditions: time 20 minute. Product: C(C(C)C)=NCC1=CC(=CC=C1)OC1=CC=CC=C1 (N-isobutylidene-(3-phenoxybenzylamine)). Yield: 98.0%. As a reaction SMILES: [CH:1](=O)[CH:2]([CH3:4])[CH3:3].[O:6]([C:13]1[CH:14]=[C:15]([CH:18]=[CH:19][CH:20]=1)[CH2:16][NH2:17])[C:7]1[CH:12]=[CH:11][CH:10]=[CH:9][CH:8]=1.O>C1(C)C=CC=CC=1>[CH:1](=[N:17][CH2:16][C:15]1[CH:18]=[CH:19][CH:20]=[C:13]([O:6][C:7]2[CH:8]=[CH:9][CH:10]=[CH:11][CH:12]=2)[CH:14]=1)[CH:2]([CH3:4])[CH3:3]. Procedure details: 38 g (0.528 mol) of isobutyraldehyde is added dropwise within 30 minutes, with stirring, to a solution of 99.5 g (0.5 mol) of 3-phenoxybenzylamine in 100 ml of toluene. After completion of the dropwise addition, stirring is continued for 20 minutes at room temperature, and the water which has formed (about 8.5 g) is separated in a separating funnel. The toluene with the unreacted isobutyraldehyde and residual water is then removed by rotation in a water-jet vacuum, and the residue is distilled i...